From a dataset of the Open Reaction Database (ORD), a public repository of structured organic reaction records. describe an organic reaction: reactants, conditions, products, and yield Reactants: C1COCCC1CN, C1=CC(=CC(=C1)I)Br. The reagents and catalysts are CC(C)(C)[O-].[Na+], C1=CC=C(C=C1)P(C2=CC=CC=C2)C3=C(C4=CC=CC=C4C=C3)C5=C(C=CC6=CC=CC=C65)P(C7=CC=CC=C7)C8=CC=CC=C8, CC(=O)O.CC(=O)O.[Pd]. Solvent: CC1=CC=CC=C1. Run at temperature 80 celsius. Yields the product C1COCCC1CNC2=CC(=CC=C2)Br. Isolated yield 31.0%. Procedure: Palladium (II) acetate (14.28 mg, 0.06 mmol) and racemic-2,2'-Bis(diphenylphosphino)-1,1'-binaphthyl (79 mg, 0.13 mmol) were suspended in toluene (3 mL). The mixture was evacuated and purged with nitrogen, and warmed to 50°C.  In a separate vessel, 1-bromo-3-iodobenzene (240 mg, 0.85 mmol), (tetrahydro-2H-pyran-4-yl)methanamine (98 mg, 0.85 mmol) and sodium-t-butoxide (122 mg, 1.27 mmol) were suspended in toluene (3.5 mL). The resulting mixture was evacuated, purged with nitrogen and warmed to 5... The reactants are Cl.BrCC(=O)C1=CC2=C(N(C(=N2)C2=CC(=CC=C2)OC)CC(C)C)C=C1 (2-bromo-1-[1-isobutyl-2-(3-methoxyphenyl)-1H-benzimidazol-5-yl]ethanone hydrochloride), N1=CC=CC=C1 (pyridine), O (Water), N(N)C(OCC)=S (O-ethyl hydrazinecarbothioate). Run in C(C)O (ethanol). Reaction conditions: temperature 80 celsius, time 20 hour. The product is C(C(C)C)N1C(=NC2=C1C=CC(=C2)C2=NNC(SC2)=O)C2=CC(=CC=C2)OC (5-[1-isobutyl-2-(3-methoxyphenyl)-1H-benzimidazol-5-yl]-3,6-dihydro-2H-1,3,4-thiadiazin-2-one). RXN SMILES: Cl.Br[CH2:3][C:4]([C:6]1[CH:26]=[CH:25][C:9]2[N:10]([CH2:21][CH:22]([CH3:24])[CH3:23])[C:11]([C:13]3[CH:18]=[CH:17][CH:16]=[C:15]([O:19][CH3:20])[CH:14]=3)=[N:12][C:8]=2[CH:7]=1)=O.N1C=CC=CC=1.[NH:33]([C:35](=[S:39])[O:36]CC)[NH2:34].O>C(O)C>[CH2:21]([N:10]1[C:9]2[CH:25]=[CH:26][C:6]([C:4]3[CH2:3][S:39][C:35](=[O:36])[NH:33][N:34]=3)=[CH:7][C:8]=2[N:12]=[C:11]1[C:13]1[CH:18]=[CH:17][CH:16]=[C:15]([O:19][CH3:20])[CH:14]=1)[CH:22]([CH3:24])[CH3:23] |f:0.1|. Procedure details: To a solution of 24 g (54.8 mM) of 2-bromo-1-[1-isobutyl-2-(3-methoxyphenyl)-1H-benzimidazol-5-yl]ethanone hydrochloride in 500 ml of ethanol are added 6.3 ml (78.4 mM) of pyridine and then 8.2 g (78.4 mM) of O-ethyl hydrazinecarbothioate. The reaction medium is then maintained at 80° C. with stirring for 20 hours. Water is then added and the resulting mixture is extracted with ethyl acetate. The organic phase is washed with water and then dried over anhydrous sodium sulfate and evaporated under... Reactants: O (water), BrC\C(=C(/CBr)\C1=CC=CC=C1)\C1=CC=CC=C1 ((Z)-(1,4-dibromobut-2-ene-2,3-diyl)dibenzene), ClC1=CC=C(N)C=C1 (4-chloroaniline), TEA. Run in C(Cl)Cl (DCM). Conditions: time 4 hour. Yields the product ClC1=CC=C(C=C1)N1CC(=C(C1)C1=CC=CC=C1)C1=CC=CC=C1 (1-(4-chlorophenyl)-3,4-diphenyl-2,5-dihydro-1H-pyrrole). Reaction SMILES: Br[CH2:2]/[C:3](/[C:13]1[CH:18]=[CH:17][CH:16]=[CH:15][CH:14]=1)=[C:4](/[C:7]1[CH:12]=[CH:11][CH:10]=[CH:9][CH:8]=1)\[CH2:5]Br.[Cl:19][C:20]1[CH:26]=[CH:25][C:23]([NH2:24])=[CH:22][CH:21]=1.O>C(Cl)Cl>[Cl:19][C:20]1[CH:26]=[CH:25][C:23]([N:24]2[CH2:5][C:4]([C:7]3[CH:12]=[CH:11][CH:10]=[CH:9][CH:8]=3)=[C:3]([C:13]3[CH:18]=[CH:17][CH:16]=[CH:15][CH:14]=3)[CH2:2]2)=[CH:22][CH:21]=1. Procedure: After dissolving compound 20 (300 mg, 0.819 mmol) and 4-chloroaniline (105 mg, 0.819 mmol) in DCM (10 ml), TEA (457 l, 3.28 mmol) was added thereto and the reflux was conducted for 4 hours. After the termination of the reaction, the temperature was reduced to room temperature and water was added thereto. The organic layer was washed with water and water was removed by using anhydrous Na2SO4. After the distillation under the reduced pressure was carried out for the removal of the solvent, column ...